From a dataset of the Open Reaction Database (ORD), a public repository of structured organic reaction records. describe an organic reaction: reactants, conditions, products, and yield Reactants: CN1S(=O)(=O)C2=CC=CC=C2C1=O (N-methylsaccharin), COC(CCl)=O (methylchloroacetate), [H-].[Na+] (sodium hydride). Solvent: CN(C=O)C (dimethylformamide). Run at time 2 hour. Yields the product OC1=C(N(S(C2=C1C=CC=C2)(=O)=O)C)C(=O)OC (Methyl 4-hydroxy-2-methyl-2H-1,2-benzothiazine-3-carboxylate 1,1-dioxide). As a reaction SMILES: [CH3:1][N:2]1[C:12](=[O:13])[C:11]2[C:6](=[CH:7][CH:8]=[CH:9][CH:10]=2)[S:3]1(=[O:5])=[O:4].[CH3:14][O:15][C:16](=[O:19])[CH2:17]Cl.[H-].[Na+]>CN(C)C=O>[OH:13][C:12]1[C:11]2[CH:10]=[CH:9][CH:8]=[CH:7][C:6]=2[S:3](=[O:5])(=[O:4])[N:2]([CH3:1])[C:17]=1[C:16]([O:15][CH3:14])=[O:19] |f:2.3|. Procedure details: To a solution of 2.9 g. (0.015 mole) of N-methylsaccharin and 2.63 g. (0.03 mole) of methylchloroacetate in 10 ml. of dimethylformamide at 40° C. was added over a period of two hours 864 mg. (0.036 mole) of 99% sodium hydride. Stirring was continued for two hours, maintaining a reaction temperature of 40°-50° C. The reaction mixture was quenched in 150 ml. of 5% hydrochloric acid, and the precipitated product filtered and dried, 3.41 g. (84%). The reactants are ClCC(COC1=CC=CC=C1)O (1-chloro-2-hydroxy-3-phenoxypropane), C(C)(=O)Cl (acetyl chloride), ClC(C(=N)N)(Cl)Cl (trichloroacetamidine), C(C)(=O)[O-] (acetate). Run in O1CCCC1 (tetrahydrofuran), O1CCCC1 (tetrahydrofuran), C(C)(=O)O (acetic acid). The product is Cl.C(C)(=O)OC(CNC(C(Cl)(Cl)Cl)=N)COC1=CC=CC=C1 (N-(2-acetoxy-3-phenoxypropyl) trichloroacetamidine hydrochloride). Reaction SMILES: [Cl:1][CH2:2][CH:3]([OH:12])[CH2:4][O:5][C:6]1[CH:11]=[CH:10][CH:9]=[CH:8][CH:7]=1.[Cl:13][C:14]([Cl:19])([Cl:18])[C:15]([NH2:17])=[NH:16].[C:20]([O-])(=[O:22])[CH3:21].C(Cl)(=O)C>O1CCCC1.C(O)(=O)C>[ClH:1].[C:20]([O:12][CH:3]([CH2:4][O:5][C:6]1[CH:11]=[CH:10][CH:9]=[CH:8][CH:7]=1)[CH2:2][NH:16][C:15](=[NH:17])[C:14]([Cl:19])([Cl:18])[Cl:13])(=[O:22])[CH3:21] |f:6.7|. Procedure details: A solution of 9.3 g. (0.05 mole) of 1-chloro-2-hydroxy-3-phenoxypropane in 100 ml. of tetrahydrofuran is mixed with a solution of 8.1 g. (0.05 mole) of trichloroacetamidine, also in tetrahydrofuran. The mixture is heated at reflux for 3 hours, and concentrated to an oil, which is taken up in benzene and washed well with water. The benzene layer is dried over magnesium sulfate, filtered, and treated with excess ethanolic hydrogen chloride to provide the crude hydroxy amidine hydrochloride. This i... Reactants: O=C([O-])[O-], CCOC(=O)Cn1c(COc2ccc(C#N)cc2)nc2ccc(N(CCN(C)C)S(=O)(=O)c3ccccc3)cc21, CCO, Cl, [NH4+], [NH4+]. Product: CCOC(=O)Cn1c(COc2ccc(C(=N)N)cc2)nc2ccc(N(CCN(C)C)S(=O)(=O)c3ccccc3)cc21. Reaction SMILES: [C:41](=[O:42])([O-:43])[O-:44].[CH2:1]([CH3:2])[O:3][C:4](=[O:5])[CH2:6][n:7]1[c:8]([CH2:31][O:32][c:33]2[cH:34][cH:35][c:36]([C:39]#[N:40])[cH:37][cH:38]2)[n:9][c:10]2[c:11]1[cH:12][c:13]([N:16]([CH2:17][CH2:18][N:19]([CH3:20])[CH3:21])[S:22](=[O:23])(=[O:24])[c:25]1[cH:26][cH:27][cH:28][cH:29][cH:30]1)[cH:14][cH:15]2.[CH3:48][CH2:49][OH:50].[ClH:46].[NH4+:45].[NH4+:47]>>[CH2:1]([CH3:2])[O:3][C:4](=[O:5])[CH2:6][n:7]1[c:8]([CH2:31][O:32][c:33]2[cH:34][cH:35][c:36]([C:39]([NH2:40])=[NH:45])[cH:37][cH:38]2)[n:9][c:10]2[c:11]1[cH:12][c:13]([N:16]([CH2:17][CH2:18][N:19]([CH3:20])[CH3:21])[S:22](=[O:23])(=[O:24])[c:25]1[cH:26][cH:27][cH:28][cH:29][cH:30]1)[cH:14][cH:15]2. The reactants are CC(=O)O, CCOC(=O)c1cc(Cl)c2c(c1C)C(=O)CCS2, Cl, O. Yields the product Cc1c(C(=O)O)cc(Cl)c2c1C(=O)CCS2. As a reaction SMILES: [CH3:20][C:21](=[O:22])[OH:23].[Cl:1][c:2]1[cH:3][c:4]([C:14](=[O:15])[O:16][CH2:17][CH3:18])[c:5]([CH3:13])[c:6]2[c:11]1[S:10][CH2:9][CH2:8][C:7]2=[O:12].[ClH:19].[OH2:24]>>[Cl:1][c:2]1[cH:3][c:4]([C:14](=[O:15])[OH:16])[c:5]([CH3:13])[c:6]2[c:11]1[S:10][CH2:9][CH2:8][C:7]2=[O:12]. Isolated yield 65.3%. Run in C(C)O (ethanol). Product: FC(C1=CC=C(C=C1)C1=CC(=NO1)C(=O)OCC)(F)F (Ethyl 5-(4-(trifluoromethyl)phenyl)isoxazole-3-carboxylate). Reactants: O=C(C(=O)OCC)CC(C1=CC=C(C=C1)C(F)(F)F)=O (ethyl 2,4-dioxo-4-(4-(trifluoromethyl)phenyl)butanoate), Cl.NO (hydroxylamine hydrochloride). RXN SMILES: O=[C:2]([CH2:8][C:9](=[O:20])[C:10]1[CH:15]=[CH:14][C:13]([C:16]([F:19])([F:18])[F:17])=[CH:12][CH:11]=1)[C:3]([O:5][CH2:6][CH3:7])=[O:4].Cl.[NH2:22]O>C(O)C>[F:17][C:16]([F:19])([F:18])[C:13]1[CH:14]=[CH:15][C:10]([C:9]2[O:20][N:22]=[C:2]([C:3]([O:5][CH2:6][CH3:7])=[O:4])[CH:8]=2)=[CH:11][CH:12]=1 |f:1.2|. Procedure: A mixture of ethyl 2,4-dioxo-4-(4-(trifluoromethyl)phenyl)butanoate (6.89 g, 23.9 mmol) and hydroxylamine hydrochloride (2.0 g, 28.7 mmol) in ethanol (120 mL) was stirred at reflux overnight. The volatiles were removed in vacuo, and the residue purified by silica gel chromatography, eluting with dichloromethane to obtain the title compound (4.5 g, 15.6 mmol). The reactants are FC(C(=O)O)(F)F.ClC=1C(=NC=NC1)N1CCNCC1 (1-(5-chloropyrimidin-4-yl)piperazine trifluoroacetic acid salt), BrC1=CC(=CC=2NC(=NC21)Cl)C(F)(F)F (4-bromo-2-chloro-6-trifluoromethyl-1H-benzoimidazole), C(C)(C)N(C(C)C)CC (N,N-diisopropylethylamine). Product: BrC1=CC(=CC=2NC(=NC21)N2CCN(CC2)C2=NC=NC=C2Cl)C(F)(F)F (4-Bromo-2-[4-(5-chloropyrimidin-4-yl)piperazin-1-yl]-6-trifluoromethyl-1H-benzoimidazole). As a reaction SMILES: FC(F)(F)C(O)=O.[Cl:8][C:9]1[C:10]([N:15]2[CH2:20][CH2:19][NH:18][CH2:17][CH2:16]2)=[N:11][CH:12]=[N:13][CH:14]=1.[Br:21][C:22]1[C:30]2[N:29]=[C:28](Cl)[NH:27][C:26]=2[CH:25]=[C:24]([C:32]([F:35])([F:34])[F:33])[CH:23]=1.C(N(CC)C(C)C)(C)C>>[Br:21][C:22]1[C:30]2[N:29]=[C:28]([N:18]3[CH2:17][CH2:16][N:15]([C:10]4[C:9]([Cl:8])=[CH:14][N:13]=[CH:12][N:11]=4)[CH2:20][CH2:19]3)[NH:27][C:26]=2[CH:25]=[C:24]([C:32]([F:35])([F:34])[F:33])[CH:23]=1 |f:0.1|. Procedure: The reaction of 1-(5-chloropyrimidin-4-yl)piperazine trifluoroacetic acid salt (0.414 g, 0.97 mmol, Example 33d), 4-bromo-2-chloro-6-trifluoromethyl-1H-benzoimidazole (0.29 g, 0.97 mmol, Example 9b) and N,N-diisopropylethylamine (0.5 mL, 2.91 mmol, Aldrich) under the conditions of Example 1d gave the title compound as an amorphous solid. MS (ESI, pos. ion) m/z: 461 (M+1). Procedure: 11.3 g (28 mmol) of methoxycarbonyl-3-phenyl-D-alanine dicyclohexylammonium salt (Synthesis 2, Step A) is distributed between 75 ml of ethyl acetate and 30.5 ml of 1M KHSO4. The phases are separated, the organic phase is washed neutral with water, dried over anhydrous sodium sulphate and concentrated at a pressure of 2.0-2.5 kPa to a volume of 15 ml. To the cooled (approx. 0° C.) residue 5.5 g (28 mmol) of 2,4,5-trichlorophenol and 5,75 g (28 mmol) of dicyclohexyl carbodiimide are added and the ... As a reaction SMILES: C1([NH2+]C2CCCCC2)CCCCC1.[CH3:14][O:15][C:16]([NH:18][C@@H:19]([C:27]([O-:29])=[O:28])[CH2:20][C:21]1[CH:26]=[CH:25][CH:24]=[CH:23][CH:22]=1)=[O:17].OS([O-])(=O)=O.[K+].[Cl:36][C:37]1[CH:42]=[C:41]([Cl:43])[C:40]([Cl:44])=[CH:39][C:38]=1O.C1(N=C=NC2CCCCC2)CCCCC1>C(OCC)(=O)C>[Cl:36][C:37]1[CH:42]=[C:41]([Cl:43])[C:40]([Cl:44])=[CH:39][C:38]=1[O:28][C:27](=[O:29])[C@@H:19]([CH2:20][C:21]1[CH:26]=[CH:25][CH:24]=[CH:23][CH:22]=1)[NH:18][C:16]([O:15][CH3:14])=[O:17] |f:0.1,2.3|. The solvent is C(C)(=O)OCC (ethyl acetate). Run at time 8 hour. Reactants: C1(CCCCC1)[NH2+]C1CCCCC1.COC(=O)N[C@H](CC1=CC=CC=C1)C(=O)[O-] (methoxycarbonyl-3-phenyl-D-alanine dicyclohexylammonium salt), OS(=O)(=O)[O-].[K+] (KHSO4), ClC1=C(C=C(C(=C1)Cl)Cl)O (2,4,5-trichlorophenol), C1(CCCCC1)N=C=NC1CCCCC1 (dicyclohexyl carbodiimide). Yields the product ClC1=C(C=C(C(=C1)Cl)Cl)OC([C@H](NC(=O)OC)CC1=CC=CC=C1)=O (Methoxycarbonyl-3-phenyl-D-alanine 2,4,5-trichlorophenyl ester). The reactants are C(=C)C1=C(C=CC=C1)C=C (divinylbenzene), sulphonic acid, O([Si](C)(C)C(C)(C)C)[C@H](C[C@H]1[C@@H](C(O1)=O)CCCCCC)CCCCCCCCCCC ((3S,4S)-4-[(S)-2-(tert-butyldimethylsiloxy)tridecyl]-3-hexyl-2-oxetanone). The solvent is CO (methanol). The product is C(CCCCC)[C@@H]1C(O[C@H]1C[C@H](CCCCCCCCCCC)O)=O ((3S,4S)-3-hexyl-4-[(S)-2-hydroxytridecyl]-2-oxetanone). RXN SMILES: [O:1]([C@@H:9]([CH2:22][CH2:23][CH2:24][CH2:25][CH2:26][CH2:27][CH2:28][CH2:29][CH2:30][CH2:31][CH3:32])[CH2:10][C@@H:11]1[O:14][C:13](=[O:15])[C@H:12]1[CH2:16][CH2:17][CH2:18][CH2:19][CH2:20][CH3:21])[Si](C(C)(C)C)(C)C.C(C1C=CC=CC=1C=C)=C>CO>[CH2:16]([C@H:12]1[C@H:11]([CH2:10][C@@H:9]([OH:1])[CH2:22][CH2:23][CH2:24][CH2:25][CH2:26][CH2:27][CH2:28][CH2:29][CH2:30][CH2:31][CH3:32])[O:14][C:13]1=[O:15])[CH2:17][CH2:18][CH2:19][CH2:20][CH3:21]. Procedure: 1.23 g of (3S,4S)-4-[(S)-2-(tert-butyldimethylsiloxy)tridecyl]-3-hexyl-2-oxetanone are dissolved in 6 ml of methanol and heated to reflux with the addition of 1.05 g of DOWEX 50W-X8 (acidic cation exchanger based on polymeric divinylbenzene containing sulphonic acid residues). The ion exchanger is filtered off and the filtrate is evaporated. The residue is chromatographed on silica gel. After recrystallization from hexane there is obtained (3S,4S)-3-hexyl-4-[(S)-2-hydroxytridecyl]-2-oxetanone of... As a reaction SMILES: [CH2:20]([CH3:21])[NH:22][C:23]([CH2:24][Br:25])=[O:26].[NH2:1][c:2]1[n:3][c:4]([SH:19])[c:5]([C:17]#[N:18])[c:6](-[c:10]2[cH:11][cH:12][c:13]([OH:16])[cH:14][cH:15]2)[c:7]1[C:8]#[N:9].[Na+:31].[O-:27][C:28]([OH:29])=[O:30].[O:32]=[CH:33][N:34]([CH3:35])[CH3:36]>>[NH2:1][c:2]1[n:3][c:4]([S:19][CH2:24][C:23]([NH:22][CH2:20][CH3:21])=[O:26])[c:5]([C:17]#[N:18])[c:6](-[c:10]2[cH:11][cH:12][c:13]([OH:16])[cH:14][cH:15]2)[c:7]1[C:8]#[N:9]. Product: CCNC(=O)CSc1nc(N)c(C#N)c(-c2ccc(O)cc2)c1C#N. The reactants are CCNC(=O)CBr, N#Cc1c(N)nc(S)c(C#N)c1-c1ccc(O)cc1, [Na+], O=C([O-])O, CN(C)C=O. Reactants: BrCc1cccs1, CCCc1nc(C)[nH]c(=O)c1Cc1ccc(-c2ccccc2C#N)cc1, CN(C)C=O, CCOC(C)=O, [H-], [Na+]. Yields the product CCCc1nc(C)n(Cc2cccs2)c(=O)c1Cc1ccc(-c2ccccc2C#N)cc1. As a reaction SMILES: [Br:34][CH2:35][c:36]1[s:37][cH:38][cH:39][cH:40]1.[CH3:1][c:2]1[nH:3][c:4](=[O:26])[c:5]([CH2:11][c:12]2[cH:13][cH:14][c:15](-[c:18]3[c:19]([C:24]#[N:25])[cH:20][cH:21][cH:22][cH:23]3)[cH:16][cH:17]2)[c:6]([CH2:8][CH2:9][CH3:10])[n:7]1.[CH3:29][N:30]([CH3:31])[CH:32]=[O:33].[CH3:41][CH2:42][O:43][C:44](=[O:45])[CH3:46].[H-:27].[Na+:28]>>[CH3:1][c:2]1[n:3]([CH2:35][c:36]2[s:37][cH:38][cH:39][cH:40]2)[c:4](=[O:26])[c:5]([CH2:11][c:12]2[cH:13][cH:14][c:15](-[c:18]3[c:19]([C:24]#[N:25])[cH:20][cH:21][cH:22][cH:23]3)[cH:16][cH:17]2)[c:6]([CH2:8][CH2:9][CH3:10])[n:7]1.